The task is: describe an organic reaction: reactants, conditions, products, and yield. This data is from the Open Reaction Database (ORD), a public repository of structured organic reaction records. The reactants are C(C)S(=O)(=O)CCCNC(OC(C)(C)C)=O (tert-Butyl 3-(ethylsulfonyl)propylcarbamate), Cl (hydrogen chloride). Run in O1CCOCC1 (dioxane). Run at time 2 hour. Yields the product Cl.C(C)S(=O)(=O)CCCN (3-(Ethylsulfonyl)propan-1-amine Hydrochloride). Reaction SMILES: [CH2:1]([S:3]([CH2:6][CH2:7][CH2:8][NH:9]C(=O)OC(C)(C)C)(=[O:5])=[O:4])[CH3:2].[ClH:17]>O1CCOCC1>[ClH:17].[CH2:1]([S:3]([CH2:6][CH2:7][CH2:8][NH2:9])(=[O:5])=[O:4])[CH3:2] |f:3.4|. Procedure details: Intermediate 39 (0.275 g) was dissolved in 4M hydrogen chloride in dioxane (3 ml), and the solution was allowed to stand at 22° C. for 2 h. The solvent was evaporated in vacuo to give the title compound as a white solid (186 mg).